From a dataset of the Open Reaction Database (ORD), a public repository of structured organic reaction records. describe an organic reaction: reactants, conditions, products, and yield Starting materials: O=[N+]([O-])c1ccnc(Cl)c1, [H-], [Na+], CN(C)C=O, O, Cc1ncccc1O. Product: Cc1ncccc1Oc1ccnc(Cl)c1. Reaction SMILES: [Cl:16][c:17]1[n:18][cH:19][cH:20][c:21]([N+:23]([O-:24])=[O:25])[cH:22]1.[H-:1].[Na+:2].[O:3]=[CH:4][N:5]([CH3:6])[CH3:7].[OH2:26].[OH:8][c:9]1[c:10]([CH3:15])[n:11][cH:12][cH:13][cH:14]1>>[O:8]([c:9]1[c:10]([CH3:15])[n:11][cH:12][cH:13][cH:14]1)[c:21]1[cH:20][cH:19][n:18][c:17]([Cl:16])[cH:22]1. Run in CO (methanol). Product: residue, C(C)(=O)OC1=C(C(=C(C(=C1C)C)OC(C)=O)C)C/C=C(/CO)\C ((E)-4-(2',5'-diacetoxy-3',4',6'-trimethylphenyl)-2-methyl-2-butenol). Procedure: 5.0 g of (E)-4-(2',5'-diacetoxy-3',4',6'-trimethylphenyl)-2-methyl-2-butenyl acetate are dissolved in 50 ml of methanol and treated with 0.2 g of boron trifluoride etherate. The mixture is boiled at reflux for 4 hours, then cooled to room temperature and poured into aqueous sodium bicarbonate solution. The aqueous solution is extracted with diethyl ether, and the ether phase is washed in sequence with sodium bicarbonate solution and sodium chloride solution, dried over anhydrous sodium sulphate ... Reactants: C(C)(=O)OC\C(=C\CC1=C(C(=C(C(=C1C)OC(C)=O)C)C)OC(C)=O)\C ((E)-4-(2',5'-diacetoxy-3',4',6'-trimethylphenyl)-2-methyl-2-butenyl acetate), C([O-])(O)=O.[Na+] (sodium bicarbonate), B(F)(F)F.CCOCC (boron trifluoride etherate). Reaction SMILES: C([O:4][CH2:5]/[C:6](/[CH3:26])=[CH:7]/[CH2:8][C:9]1[C:14]([CH3:15])=[C:13]([O:16][C:17](=[O:19])[CH3:18])[C:12]([CH3:20])=[C:11]([CH3:21])[C:10]=1[O:22][C:23](=[O:25])[CH3:24])(=O)C.B(F)(F)F.CCOCC.C(=O)(O)[O-].[Na+]>CO>[C:23]([O:22][C:10]1[C:11]([CH3:21])=[C:12]([CH3:20])[C:13]([O:16][C:17](=[O:19])[CH3:18])=[C:14]([CH3:15])[C:9]=1[CH2:8]/[CH:7]=[C:6](\[CH3:26])/[CH2:5][OH:4])(=[O:25])[CH3:24] |f:1.2,3.4|. Isolated yield 90.5%. Starting materials: CC1(CC=C(CC1)C1=C(C=CC(=C1)C(C)(N1CCSCC1)C)NC(=O)C=1NC=C(N1)C#N)C (4-Cyano-1H-imidazole-2-carboxylic acid [2-(4,4-dimethyl-cyclohex-1-enyl)-4-(1-methyl-1-thiomorpholin-4-yl-ethyl)-phenyl]-amide), CCOC(=O)C (EtOAc), OO (H2O2). Reagents/catalysts: CC([O-])C.[Ti+4].CC([O-])C.CC([O-])C.CC([O-])C (titanium (IV) isopropoxide). The solvent is C(Cl)Cl (DCM). Conditions: temperature 0 celsius, time 16 hour. Yields the product CC1(CC=C(CC1)C1=C(C=CC(=C1)C(C)(NCCSC)C)NC(=O)C=1NC=C(N1)C#N)C (4-Cyano-1H-imidazole-2-carboxylic acid {2-(4,4-dimethyl-cyclohex-1-enyl)-4-[1-methyl-1-(2-methylsulfanyl-ethylamino)-ethyl]-phenyl}-amide). Isolated yield 89.1%. Reaction SMILES: [CH3:1][C:2]1([CH3:33])[CH2:7][CH2:6][C:5]([C:8]2[CH:13]=[C:12]([C:14]([CH3:22])([N:16]3C[CH2:20][S:19][CH2:18][CH2:17]3)[CH3:15])[CH:11]=[CH:10][C:9]=2[NH:23][C:24]([C:26]2[NH:27][CH:28]=[C:29]([C:31]#[N:32])[N:30]=2)=[O:25])=[CH:4][CH2:3]1.OO.CCOC(C)=O>C(Cl)Cl.CC(C)[O-].[Ti+4].CC(C)[O-].CC(C)[O-].CC(C)[O-]>[CH3:1][C:2]1([CH3:33])[CH2:7][CH2:6][C:5]([C:8]2[CH:13]=[C:12]([C:14]([CH3:15])([NH:16][CH2:17][CH2:18][S:19][CH3:20])[CH3:22])[CH:11]=[CH:10][C:9]=2[NH:23][C:24]([C:26]2[NH:27][CH:28]=[C:29]([C:31]#[N:32])[N:30]=2)=[O:25])=[CH:4][CH2:3]1 |f:4.5.6.7.8|. Reported procedure: To a solution of 4-cyano-1H-imidazole-2-carboxylic acid [2-(4,4-dimethyl-cyclohex-1-enyl)-4-(1-methyl-1-thiomorpholin-4-yl-ethyl)-phenyl]-amide (as prepared in Example 14, step (e), 38.0 mg, 0.0820 mmol) in 0.5 mL of DCM at RT was added titanium (IV) isopropoxide (24.0 μL, 0.0820 mmol). The mixture was cooled to 0° C. and H2O2 (18 μL, 0.16 mmol, 30 wt % in H2O) was added. After stirring at 0° C. for 0.5 h and at −20° C. for 16 h, the mixture was treated with EtOAc (50 mL) and washed with H2O (2×... Reactants: CC(C)c1nc(CCCOCc2ccccc2)[nH]c1Sc1cc(Cl)cc(Cl)c1, ClCc1ccncc1, Cl, [Na+], C1CCOC1, [OH-], O. Product: CC(C)c1nc(CCCOCc2ccccc2)n(Cc2ccncc2)c1Sc1cc(Cl)cc(Cl)c1. RXN SMILES: [CH2:1]([c:2]1[cH:3][cH:4][cH:5][cH:6][cH:7]1)[O:8][CH2:9][CH2:10][CH2:11][c:12]1[nH:13][c:14]([S:20][c:21]2[cH:22][c:23]([Cl:28])[cH:24][c:25]([Cl:27])[cH:26]2)[c:15]([CH:17]([CH3:18])[CH3:19])[n:16]1.[Cl:32][CH2:33][c:34]1[cH:35][cH:36][n:37][cH:38][cH:39]1.[ClH:31].[Na+:30].[O:40]1[CH2:41][CH2:42][CH2:43][CH2:44]1.[OH-:29].[OH2:45]>>[CH2:1]([c:2]1[cH:3][cH:4][cH:5][cH:6][cH:7]1)[O:8][CH2:9][CH2:10][CH2:11][c:12]1[n:13]([CH2:33][c:34]2[cH:35][cH:36][n:37][cH:38][cH:39]2)[c:14]([S:20][c:21]2[cH:22][c:23]([Cl:28])[cH:24][c:25]([Cl:27])[cH:26]2)[c:15]([CH:17]([CH3:18])[CH3:19])[n:16]1. Reactants: O=C1OC(=O)C2=C1CCCC2, CC(=O)O, C#CCN1C(=O)C(F)(F)Oc2cc(F)c(N)cc21. Product: C#CCN1C(=O)C(F)(F)Oc2cc(F)c(N3C(=O)C4=C(CCCC4)C3=O)cc21. As a reaction SMILES: [C:19]1(=[O:29])[O:20][C:21](=[O:28])[C:22]2=[C:27]1[CH2:26][CH2:25][CH2:24][CH2:23]2.[CH3:30][C:31](=[O:32])[OH:33].[NH2:1][c:2]1[cH:3][c:4]2[c:5]([cH:16][c:17]1[F:18])[O:6][C:7]([F:14])([F:15])[C:8](=[O:13])[N:9]2[CH2:10][C:11]#[CH:12]>>[N:1]1([c:2]2[cH:3][c:4]3[c:5]([cH:16][c:17]2[F:18])[O:6][C:7]([F:14])([F:15])[C:8](=[O:13])[N:9]3[CH2:10][C:11]#[CH:12])[C:19](=[O:20])[C:27]2=[C:22]([C:21]1=[O:28])[CH2:23][CH2:24][CH2:25][CH2:26]2. RXN SMILES: [CH3:1][n:2]1[c:3](=[O:26])[c:4]([N+:23](=[O:24])[O-:25])[c:5]([O:12][S:13]([c:14]2[cH:15][cH:16][c:17]([CH3:18])[cH:19][cH:20]2)(=[O:21])=[O:22])[c:6]2[cH:7][cH:8][cH:9][cH:10][c:11]12.[N-:28]=[N+:29]=[N-:30].[Na+:27].[O:31]=[CH:32][N:33]([CH3:34])[CH3:35]>>[CH3:1][n:2]1[c:3](=[O:26])[c:4]([N+:23](=[O:24])[O-:25])[c:5]([N:28]=[N+:29]=[N-:30])[c:6]2[cH:7][cH:8][cH:9][cH:10][c:11]12. Reactants: Cc1ccc(S(=O)(=O)Oc2c([N+](=O)[O-])c(=O)n(C)c3ccccc23)cc1, [N-]=[N+]=[N-], [Na+], CN(C)C=O. Yields the product Cn1c(=O)c([N+](=O)[O-])c(N=[N+]=[N-])c2ccccc21.